describe an organic reaction: reactants, conditions, products, and yield From a dataset of the Open Reaction Database (ORD), a public repository of structured organic reaction records. The reactants are ice, P(Cl)(Cl)(Cl)(Cl)Cl (phosphorus pentachloride), ClC(C(=O)ON=C(C(=O)O)C=1OC=CC1)Cl (2-dichloroacetoxyimino-2-(fur-2yl)acetic acid). Run in C(Cl)Cl (methylene chloride), C(Cl)Cl (methylene chloride). Yields the product ClC(C(=O)ON=C(C(=O)Cl)C=1OC=CC1)Cl (2-dichloroacetoxyimino-2(fur-2yl)acetyl chloride). Reaction SMILES: [Cl:1][CH:2]([Cl:16])[C:3]([O:5][N:6]=[C:7]([C:11]1[O:12][CH:13]=[CH:14][CH:15]=1)[C:8](O)=[O:9])=[O:4].P(Cl)(Cl)(Cl)(Cl)[Cl:18]>C(Cl)Cl>[Cl:1][CH:2]([Cl:16])[C:3]([O:5][N:6]=[C:7]([C:11]1[O:12][CH:13]=[CH:14][CH:15]=1)[C:8]([Cl:18])=[O:9])=[O:4]. Reported procedure: To an ice-cold stirred suspension of 2-dichloroacetoxyimino-2-(fur-2yl)acetic acid (1.5 g) in dry methylene chloride (70 mls) was added dropwise a freshly prepared solution of phosphorus pentachloride (1.0 equiv.) in methylene chloride. When solution was complete the solvent was evaporated at low temperature and the residual oil azeotroped with benzene to give 2-dichloroacetoxyimino-2(fur-2yl)acetyl chloride (syn-isomer) as a pale yellow oil which was used directly. Starting materials: COC(=O)CBr, COC(=O)C(C#N)Cc1ccccc1Cl. The product is COC(=O)CC(C#N)(Cc1ccccc1Cl)C(=O)OC. Reaction SMILES: [Br:16][CH2:17][C:18](=[O:19])[O:20][CH3:21].[Cl:1][c:2]1[c:3]([CH2:8][CH:9]([C:10](=[O:11])[O:12][CH3:13])[C:14]#[N:15])[cH:4][cH:5][cH:6][cH:7]1>>[Cl:1][c:2]1[c:3]([CH2:8][C:9]([C:10](=[O:11])[O:12][CH3:13])([C:14]#[N:15])[CH2:17][C:18](=[O:19])[O:20][CH3:21])[cH:4][cH:5][cH:6][cH:7]1.